The task is: describe an organic reaction: reactants, conditions, products, and yield. This data is from the Open Reaction Database (ORD), a public repository of structured organic reaction records. The reactants are CCOC(=O)c1sc(NC(=O)c2cnc(-c3ccccc3)nc2)nc1C, C1CCOC1, [Na+], [OH-]. The product is Cc1nc(NC(=O)c2cnc(-c3ccccc3)nc2)sc1C(=O)O. Reaction SMILES: [CH2:1]([CH3:2])[O:3][C:4](=[O:5])[c:6]1[c:7]([CH3:26])[n:8][c:9]([NH:11][C:12](=[O:13])[c:14]2[cH:15][n:16][c:17](-[c:20]3[cH:21][cH:22][cH:23][cH:24][cH:25]3)[n:18][cH:19]2)[s:10]1.[CH2:29]1[O:30][CH2:31][CH2:32][CH2:33]1.[Na+:28].[OH-:27]>>[O:3]=[C:4]([OH:5])[c:6]1[c:7]([CH3:26])[n:8][c:9]([NH:11][C:12](=[O:13])[c:14]2[cH:15][n:16][c:17](-[c:20]3[cH:21][cH:22][cH:23][cH:24][cH:25]3)[n:18][cH:19]2)[s:10]1. Starting materials: F[B-](F)(F)F, CC[O+](CC)CC, ClCCl, COc1ccccc1CC(=O)N1CC2C(=O)CCC(c3ccccc3)(c3ccccc3)C2C1. Product: F[B-](F)(F)F, CCOC(Cc1ccccc1OC)=[N+]1CC2C(=O)CCC(c3ccccc3)(c3ccccc3)C2C1. As a reaction SMILES: [B-:1]([F:2])([F:3])([F:4])[F:5].[CH2:6]([CH3:7])[O+:8]([CH2:9][CH3:10])[CH2:11][CH3:12].[Cl:46][CH2:47][Cl:48].[c:13]1([C:19]2([c:40]3[cH:41][cH:42][cH:43][cH:44][cH:45]3)[CH2:20][CH2:21][C:22](=[O:39])[CH:23]3[CH2:24][N:25]([C:28]([CH2:29][c:30]4[c:31]([O:36][CH3:37])[cH:32][cH:33][cH:34][cH:35]4)=[O:38])[CH2:26][CH:27]23)[cH:14][cH:15][cH:16][cH:17][cH:18]1>>[B-:1]([F:2])([F:3])([F:4])[F:5].[CH2:6]([CH3:7])[O:38][C:28](=[N+:25]1[CH2:24][CH:23]2[C:22](=[O:39])[CH2:21][CH2:20][C:19]([c:13]3[cH:14][cH:15][cH:16][cH:17][cH:18]3)([c:40]3[cH:41][cH:42][cH:43][cH:44][cH:45]3)[CH:27]2[CH2:26]1)[CH2:29][c:30]1[c:31]([O:36][CH3:37])[cH:32][cH:33][cH:34][cH:35]1.